From a dataset of the Open Reaction Database (ORD), a public repository of structured organic reaction records. describe an organic reaction: reactants, conditions, products, and yield Reactants: O=C([O-])O, CN(C)C=O, Cc1noc(C)c1CCl, NCCc1ccc(Oc2ccc(C(N)=O)cn2)cc1, [Na+], [Na+], [OH-]. Yields the product Cc1noc(C)c1CNCCc1ccc(Oc2ccc(C(N)=O)cn2)cc1. As a reaction SMILES: [C:1](=[O:2])([OH:3])[O-:4].[CH3:36][N:37]([CH3:38])[CH:39]=[O:40].[Cl:6][CH2:7][c:8]1[c:9]([CH3:14])[n:10][o:11][c:12]1[CH3:13].[NH2:15][CH2:16][CH2:17][c:18]1[cH:19][cH:20][c:21]([O:22][c:23]2[n:24][cH:25][c:26]([C:27](=[O:28])[NH2:29])[cH:30][cH:31]2)[cH:32][cH:33]1.[Na+:35].[Na+:5].[OH-:34]>>[CH2:7]([c:8]1[c:9]([CH3:14])[n:10][o:11][c:12]1[CH3:13])[NH:15][CH2:16][CH2:17][c:18]1[cH:19][cH:20][c:21]([O:22][c:23]2[n:24][cH:25][c:26]([C:27](=[O:28])[NH2:29])[cH:30][cH:31]2)[cH:32][cH:33]1. Reactants: C(C)(=O)OCC (ethyl acetate), C(C)(=O)O[C@H]1[C@@H](OC(C)=O)[C@H](OC(C)=O)[C@H](OC(C)=O)[C@@H](O1)C (1,2,3,4-tetra-O-acetyl-α-L-fucopyranose), C(C)(=O)O.NN (hydrazine acetate). Run in CN(C=O)C (dimethylformamide). Product: C(C)(=O)O[C@@H]1C(O)O[C@H]([C@H]([C@H]1OC(C)=O)OC(C)=O)C (2,3,4-Tri-O-acetyl-L-fucopyranose), α. Isolated yield 80.0%. Reaction SMILES: C([O:4][C@@H:5]1[O:22][C@@H:21]([CH3:23])[C@@H:16]([O:17][C:18](=[O:20])[CH3:19])[C@@H:11]([O:12][C:13](=[O:15])[CH3:14])[C@@H:6]1[O:7][C:8](=[O:10])[CH3:9])(=O)C.C(O)(=O)C.NN.C(OCC)(=O)C>CN(C)C=O>[C:8]([O:7][C@H:6]1[C@H:11]([O:12][C:13](=[O:15])[CH3:14])[C@H:16]([O:17][C:18](=[O:20])[CH3:19])[C@H:21]([CH3:23])[O:22][CH:5]1[OH:4])(=[O:10])[CH3:9] |f:1.2|. Procedure: A solution of 1,2,3,4-tetra-O-acetyl-α-L-fucopyranose (6.00 g, 18 mmol), prepared, for example, according to Nunez et al., supra., and hydrazine acetate (1.99 g, 21.6 mmol) in 20 ml of dry dimethylformamide is stirred at 50° C. for 4.5 h. After addition of ethyl acetate, the mixture is extracted about twice with aqueous sodium chloride solution and the concentrated organic extract is chromatographed (petroleum ether (40°-60°)/ethyl acetate 1:1). 2,3,4-Tri-O-acetyl-L-fucopyranose (1) is obtained ... Starting materials: C(C1=CC=CC=C1)N (benzylamine), C(=O)C1=CC=C(C=C1)SC1=NC=C(C(=O)N)C=C1 (6-(4-formyl-phenylsulfanyl)-nicotinamide), CO (methanol), [BH4-].[Na+] (sodium borohydride). Run in O (water). Run at time 1 hour. Product: C(C1=CC=CC=C1)NCC1=CC=C(C=C1)SC1=NC=C(C(=O)N)C=C1 (6-[4-(benzylamino-methyl)-phenylsulfanyl]-nicotinamide). The yield is 42.9%. As a reaction SMILES: [CH2:1]([NH2:8])[C:2]1[CH:7]=[CH:6][CH:5]=[CH:4][CH:3]=1.[CH:9]([C:11]1[CH:16]=[CH:15][C:14]([S:17][C:18]2[CH:26]=[CH:25][C:21]([C:22]([NH2:24])=[O:23])=[CH:20][N:19]=2)=[CH:13][CH:12]=1)=O.CO.[BH4-].[Na+]>O>[CH2:1]([NH:8][CH2:9][C:11]1[CH:12]=[CH:13][C:14]([S:17][C:18]2[CH:26]=[CH:25][C:21]([C:22]([NH2:24])=[O:23])=[CH:20][N:19]=2)=[CH:15][CH:16]=1)[C:2]1[CH:7]=[CH:6][CH:5]=[CH:4][CH:3]=1 |f:3.4|. Reported procedure: Combine benzylamine (17 mg, 0.16 mmol), 6-(4-formyl-phenylsulfanyl)-nicotinamide (40 mg, 0.16 mmol), 3 Å molecular sieves (0.1 g), and methanol (3 mL) and stir overnight at room temperature. Filter off the sieves then add sodium borohydride (25 mg, 0.64 mmol) to the reaction and stirred at room temperature for 1 hour. Pour the reaction into water then extract with ethyl acetate (3×10 mL). The combined ethyl acetate extracts were dried over sodium chloride/magnesium sulfate, filtered, and concent... The reactants are C(C)(C)(C)OC(NC1=C(C=C(C=C1)C1=CC=C(C=C1)F)NC(CC(=O)C1=CC(=CC=C1)N1C(=NC(=C1)C)C)=O)=O ((3-{3-[3-(2,4-dimethyl-imidazol-1-yl)-phenyl]-3-oxo-propionylamino}-4′-fluoro-biphenyl-4-yl)-carbamic acid tert.-butyl ester), C(=O)(C(F)(F)F)O (TFA). Run in C(Cl)Cl (CH2Cl2). Product: CC=1N(C=C(N1)C)C=1C=C(C=CC1)C1=NC2=C(NC(C1)=O)C=C(C=C2)C2=CC=C(C=C2)F (4-[3-(2,4-Dimethyl-imidazol-1-yl)-phenyl]-8-(4-fluoro-phenyl)-1,3-dihydro-benzo[b][1,4]diazepin-2-one). As a reaction SMILES: C(OC(=O)[NH:7][C:8]1[CH:13]=[CH:12][C:11]([C:14]2[CH:19]=[CH:18][C:17]([F:20])=[CH:16][CH:15]=2)=[CH:10][C:9]=1[NH:21][C:22](=[O:39])[CH2:23][C:24]([C:26]1[CH:31]=[CH:30][CH:29]=[C:28]([N:32]2[CH:36]=[C:35]([CH3:37])[N:34]=[C:33]2[CH3:38])[CH:27]=1)=O)(C)(C)C.C(O)(C(F)(F)F)=O>C(Cl)Cl>[CH3:38][C:33]1[N:32]([C:28]2[CH:27]=[C:26]([C:24]3[CH2:23][C:22](=[O:39])[NH:21][C:9]4[CH:10]=[C:11]([C:14]5[CH:15]=[CH:16][C:17]([F:20])=[CH:18][CH:19]=5)[CH:12]=[CH:13][C:8]=4[N:7]=3)[CH:31]=[CH:30][CH:29]=2)[CH:36]=[C:35]([CH3:37])[N:34]=1. Procedure details: Prepared from (3-{3-[3-(2,4-dimethyl-imidazol-1-yl)-phenyl]-3-oxo-propionylamino}-4′-fluoro-biphenyl-4-yl)-carbamic acid tert.-butyl ester (Example K59) by treatment with TFA in CH2Cl2 according to the general procedure M. Obtained as a yellow solid (54 mg).